Dataset: the Open Reaction Database (ORD), a public repository of structured organic reaction records. Task: describe an organic reaction: reactants, conditions, products, and yield Starting materials: [Li]CCCC, Cc1ncccc1C(=O)O, CC(C)NC(C)C, Fc1cccc(CBr)c1, C1CCOC1. The product is O=C(O)c1cccnc1CCc1cccc(F)c1. Reaction SMILES: [CH2:8]([Li:9])[CH2:10][CH2:11][CH3:12].[CH3:13][c:14]1[c:15]([C:16](=[O:17])[OH:18])[cH:19][cH:20][cH:21][n:22]1.[CH:1]([NH:2][CH:3]([CH3:4])[CH3:5])([CH3:6])[CH3:7].[F:23][c:24]1[cH:25][c:26]([CH2:27][Br:28])[cH:29][cH:30][cH:31]1.[O:32]1[CH2:33][CH2:34][CH2:35][CH2:36]1>>[CH2:13]([c:14]1[c:15]([C:16](=[O:17])[OH:18])[cH:19][cH:20][cH:21][n:22]1)[CH2:27][c:26]1[cH:25][c:24]([F:23])[cH:31][cH:30][cH:29]1. The reactants are COc1cc2c(cc1N)N(S(=O)(=O)c1ccc(C)cc1)CC2, Cc1ccc(S(=O)(=O)n2ccc3c(Nc4cccc(F)c4C(N)=O)nc(Cl)nc32)cc1, Cl, [Na+], O=C([O-])O, C1COCCO1, OCC(F)(F)F. Product: COc1cc2c(cc1Nc1nc(Nc3cccc(F)c3C(N)=O)c3ccn(S(=O)(=O)c4ccc(C)cc4)c3n1)N(S(=O)(=O)c1ccc(C)cc1)CC2. As a reaction SMILES: [CH3:1][O:2][c:3]1[cH:4][c:5]2[c:9]([cH:10][c:11]1[NH2:12])[N:8]([S:13](=[O:14])(=[O:15])[c:16]1[cH:17][cH:18][c:19]([CH3:22])[cH:20][cH:21]1)[CH2:7][CH2:6]2.[Cl:23][c:24]1[n:25][c:26]([NH:43][c:44]2[c:45]([C:46](=[O:47])[NH2:48])[c:49]([F:53])[cH:50][cH:51][cH:52]2)[c:27]2[c:28]([n:29]1)[n:30]([S:33](=[O:34])(=[O:35])[c:36]1[cH:37][cH:38][c:39]([CH3:42])[cH:40][cH:41]1)[cH:31][cH:32]2.[ClH:54].[Na+:71].[O-:67][C:68]([OH:69])=[O:70].[O:55]1[CH2:56][CH2:57][O:58][CH2:59][CH2:60]1.[OH:61][CH2:62][C:63]([F:64])([F:65])[F:66]>>[CH3:1][O:2][c:3]1[cH:4][c:5]2[c:9]([cH:10][c:11]1[NH:12][c:24]1[n:25][c:26]([NH:43][c:44]3[c:45]([C:46](=[O:47])[NH2:48])[c:49]([F:53])[cH:50][cH:51][cH:52]3)[c:27]3[c:28]([n:29]1)[n:30]([S:33](=[O:34])(=[O:35])[c:36]1[cH:37][cH:38][c:39]([CH3:42])[cH:40][cH:41]1)[cH:31][cH:32]3)[N:8]([S:13](=[O:14])(=[O:15])[c:16]1[cH:17][cH:18][c:19]([CH3:22])[cH:20][cH:21]1)[CH2:7][CH2:6]2. The reactants are C1CCOC1, CC(C)CC(O)c1cccc(-c2ccc(C(F)(F)F)cc2)n1, O=C(N=NC(=O)N1CCCCC1)N1CCCCC1, CCOC(=O)COc1ccc(O)cc1C. The product is CCOC(=O)COc1ccc(OC(CC(C)C)c2cccc(-c3ccc(C(F)(F)F)cc3)n2)cc1C. RXN SMILES: [CH2:56]1[O:57][CH2:58][CH2:59][CH2:60]1.[CH3:1][CH:2]([CH2:3][CH:4]([OH:5])[c:6]1[n:7][c:8](-[c:12]2[cH:13][cH:14][c:15]([C:18]([F:19])([F:20])[F:21])[cH:16][cH:17]2)[cH:9][cH:10][cH:11]1)[CH3:22].[N:38]([C:39]([N:40]1[CH2:41][CH2:42][CH2:43][CH2:44][CH2:45]1)=[O:46])=[N:47][C:48]([N:49]1[CH2:50][CH2:51][CH2:52][CH2:53][CH2:54]1)=[O:55].[OH:23][c:24]1[cH:25][c:26]([CH3:37])[c:27]([O:28][CH2:29][C:30](=[O:31])[O:32][CH2:33][CH3:34])[cH:35][cH:36]1>>[CH3:1][CH:2]([CH2:3][CH:4]([O:5][c:24]1[cH:25][c:26]([CH3:37])[c:27]([O:28][CH2:29][C:30](=[O:31])[O:32][CH2:33][CH3:34])[cH:35][cH:36]1)[c:6]1[n:7][c:8](-[c:12]2[cH:13][cH:14][c:15]([C:18]([F:19])([F:20])[F:21])[cH:16][cH:17]2)[cH:9][cH:10][cH:11]1)[CH3:22]. RXN SMILES: [F:1][C:2]1[CH:3]=[C:4]([OH:9])[CH:5]=[CH:6][C:7]=1[F:8].[N+:10]([O-])([OH:12])=[O:11].O.C(Cl)Cl>[Br-].C([N+](CCCC)(CCCC)CCCC)CCC.ClC(Cl)C>[F:8][C:7]1[C:2]([F:1])=[CH:3][C:4]([OH:9])=[C:5]([N+:10]([O-:12])=[O:11])[CH:6]=1 |f:4.5|. Run in ClC(C)Cl (dichloroethane). Isolated yield 29.7%. Product: FC1=CC(=C(C=C1F)O)[N+](=O)[O-] (4,5-Difluoro-2-nitrophenol). Procedure: A solution of 3,4-difluorophenol (5.0 g, 38.4 mmol) and tetrabutylammonium bromide (1.239 g, 3.8 mmol) in dichloroethane (30 mL) were added into a 250 mL round-bottomed flask. The mixture was stirred for 45 min before nitric acid (86 g, 96.09 mmol) (7%) was added. The reaction was stirred at RT for 14 h. Water (100 mL) and DCM (50 mL) was added. After stirring for another 10 min, the mixture was partitioned, and the aqueous layer was extracted with DCM (1×20 mL). The combined organic layer was d... Reagents/catalysts: [Br-].C(CCC)[N+](CCCC)(CCCC)CCCC (tetrabutylammonium bromide). Conditions: time 14 hour. Starting materials: FC=1C=C(C=CC1F)O (3,4-difluorophenol), [N+](=O)(O)[O-] (nitric acid), O (Water), C(Cl)Cl (DCM).